Dataset: the Open Reaction Database (ORD), a public repository of structured organic reaction records. Task: describe an organic reaction: reactants, conditions, products, and yield Reactants: CCCC1CCc2ccc(OC)cc21, ClCCl, [K+], O=[Mn](=O)(=O)[O-]. The product is CCCC1CC(=O)c2ccc(OC)cc21. RXN SMILES: [CH3:1][O:2][c:3]1[cH:4][cH:5][c:6]2[c:10]([cH:11]1)[CH:9]([CH2:12][CH2:13][CH3:14])[CH2:8][CH2:7]2.[Cl:21][CH2:22][Cl:23].[K+:20].[Mn:15](=[O:16])([O-:17])(=[O:18])=[O:19]>>[CH3:1][O:2][c:3]1[cH:4][cH:5][c:6]2[c:10]([cH:11]1)[CH:9]([CH2:12][CH2:13][CH3:14])[CH2:8][C:7]2=[O:16].